Dataset: the Open Reaction Database (ORD), a public repository of structured organic reaction records. Task: describe an organic reaction: reactants, conditions, products, and yield Starting materials: CCCCCCBr, O=C([O-])[O-], CCC(C)=O, Clc1ccc(CC2CCCN2)cc1, [K+], [K+]. The product is CCCCCCN1CCCC1Cc1ccc(Cl)cc1. As a reaction SMILES: [Br:20][CH2:21][CH2:22][CH2:23][CH2:24][CH2:25][CH3:26].[C:14](=[O:15])([O-:16])[O-:17].[CH3:27][C:28]([CH2:29][CH3:30])=[O:31].[Cl:1][c:2]1[cH:3][cH:4][c:5]([CH2:6][CH:7]2[NH:8][CH2:9][CH2:10][CH2:11]2)[cH:12][cH:13]1.[K+:18].[K+:19]>>[Cl:1][c:2]1[cH:3][cH:4][c:5]([CH2:6][CH:7]2[N:8]([CH2:21][CH2:22][CH2:23][CH2:24][CH2:25][CH3:26])[CH2:9][CH2:10][CH2:11]2)[cH:12][cH:13]1. The reactants are ClC=1C=CC(=C(C#N)C1)O (5-chloro-2-hydroxy-benzonitrile), OC1=C(C#N)C=CC=C1 (2-hydroxy-benzonitrile). As a reaction SMILES: [Cl:1][C:2]1[CH:3]=[CH:4][C:5]([OH:10])=[C:6]([CH:9]=1)[C:7]#[N:8].[OH:11][C:12]1[CH:19]=CC=C[C:13]=1C#N>>[NH2:8][C:7]1[C:6]2[CH:9]=[C:2]([Cl:1])[CH:3]=[CH:4][C:5]=2[O:10][C:13]=1[C:12](=[O:11])[CH3:19]. The product is NC1=C(OC2=C1C=C(C=C2)Cl)C(C)=O (1-(3-amino-5-chloro-benzofuran-2-yl)-ethanone). Procedure: The procedure was similar to step S1A, while the starting material was 5-chloro-2-hydroxy-benzonitrile (5A) in stead of 2-hydroxy-benzonitrile. Reactants: C(#N)C=1C=NN(C1N1C(CC1C)=O)C1=C(C(=C(C=C1)Cl)Cl)Cl (4-cyano-5-(4-methyl-2-oxo-azetidin-1-yl)-1-(2,3,4-trichlorophenyl)pyrazole), C(CCC)NCCCC (di-n-butylamine). Yields the product C(#N)C=1C=NN(C1NC(CC(=O)N(CCCC)CCCC)C)C1=C(C(=C(C=C1)Cl)Cl)Cl (4-cyano-5-[2-di-(n-butyl)aminocarbonyl-1-methylethyl]amino-1-(2,3,4-trichlorophenyl)pyrazole). RXN SMILES: [C:1]([C:3]1[CH:4]=[N:5][N:6]([C:14]2[CH:19]=[CH:18][C:17]([Cl:20])=[C:16]([Cl:21])[C:15]=2[Cl:22])[C:7]=1[N:8]1[CH:11]([CH3:12])[CH2:10][C:9]1=[O:13])#[N:2].[CH2:23]([NH:27][CH2:28][CH2:29][CH2:30][CH3:31])[CH2:24][CH2:25][CH3:26]>>[C:1]([C:3]1[CH:4]=[N:5][N:6]([C:14]2[CH:19]=[CH:18][C:17]([Cl:20])=[C:16]([Cl:21])[C:15]=2[Cl:22])[C:7]=1[NH:8][CH:11]([CH3:12])[CH2:10][C:9]([N:27]([CH2:28][CH2:29][CH2:30][CH3:31])[CH2:23][CH2:24][CH2:25][CH3:26])=[O:13])#[N:2]. Reported procedure: A solution of 4-cyano-5-(4-methyl-2-oxo-azetidin-1-yl)-1-(2,3,4-trichlorophenyl)pyrazole (1.0 g; prepared as described in Example 32) in di-n-butylamine (20 ml) was heated under reflux for 31/2 hours. The reaction mixture was evaporated to dryness and the residue chromatographed using dichloromethane-ethyl acetate (40:1) as eluent. Evaporation of the eluate containing the major component gave 4-cyano-5-[2-di-(n-butyl)aminocarbonyl-1-methylethyl]amino-1-(2,3,4-trichlorophenyl)pyrazole (0.95 g), m... Starting materials: ClC=1C=NC=C(C1SC1=C(C=C(S1)C(=O)Cl)[N+](=O)[O-])Cl (5-[(3,5-dichloro-4-pyridyl)sulfanyl]-4-nitro-thiophene-2-carbonyl chloride), BrC1=CC=C(CN)C=C1 (4-bromo-benzylamine). Product: BrC1=CC=C(CNC(=O)C=2SC(=C(C2)[N+](=O)[O-])SC2=C(C=NC=C2Cl)Cl)C=C1 (N-(4-bromobenzyl)-5-((3,5-dichloropyridin-4-yl)thio)-4-nitrothiophene-2-carboxamide), solid. Isolated yield 35.0%. Reaction SMILES: [Cl:1][C:2]1[CH:3]=[N:4][CH:5]=[C:6]([Cl:20])[C:7]=1[S:8][C:9]1[S:13][C:12]([C:14](Cl)=[O:15])=[CH:11][C:10]=1[N+:17]([O-:19])=[O:18].[Br:21][C:22]1[CH:29]=[CH:28][C:25]([CH2:26][NH2:27])=[CH:24][CH:23]=1>>[Br:21][C:22]1[CH:29]=[CH:28][C:25]([CH2:26][NH:27][C:14]([C:12]2[S:13][C:9]([S:8][C:7]3[C:2]([Cl:1])=[CH:3][N:4]=[CH:5][C:6]=3[Cl:20])=[C:10]([N+:17]([O-:19])=[O:18])[CH:11]=2)=[O:15])=[CH:24][CH:23]=1. Reported procedure: Prepared according to the procedure described for example 50 from 5-[(3,5-dichloro-4-pyridyl)sulfanyl]-4-nitro-thiophene-2-carbonyl chloride (150 mg, 0.41 mmol) and 4-bromo-benzylamine (91 mg, 0.49 mmol). The title compound was obtained as a yellow solid (19 mg, 35% yield). 1H NMR (400 MHz, d6-DMSO) δ: 9.41 (1H, m), 8.99 (2H, s), 8.46 (1H, s), 7.53 (2H, dd), 7.24 (2H, dd), 4.43 (2H, m). MS m/z: 515.93, 517.96, 519.92 [M+H]+.